From a dataset of the Open Reaction Database (ORD), a public repository of structured organic reaction records. describe an organic reaction: reactants, conditions, products, and yield Starting materials: BrCCN1S(N(C2=C(C1)C=C(C=C2)F)C2=C(C=CC=C2)F)(=O)=O (3-(2-bromoethyl)-6-fluoro-1-(2-fluorophenyl)-3,4-dihydro-1H-2,1,3-benzothiadiazine 2,2-dioxide), CN (methylamine), Cl (HCl). The product is FC=1C=CC2=C(CN(S(N2C2=C(C=CC=C2)F)(=O)=O)CCNC)C1 (2-[6-fluoro-1-(2-fluorophenyl)-2,2-dioxido-1,4-dihydro-3H-2,1,3-benzothiadiazin-3-yl]-N-methylethanamine). Yield: 92.0%. Reaction SMILES: Br[CH2:2][CH2:3][N:4]1[CH2:9][C:8]2[CH:10]=[C:11]([F:14])[CH:12]=[CH:13][C:7]=2[N:6]([C:15]2[CH:20]=[CH:19][CH:18]=[CH:17][C:16]=2[F:21])[S:5]1(=[O:23])=[O:22].[CH3:24][NH2:25].Cl>>[F:14][C:11]1[CH:12]=[CH:13][C:7]2[N:6]([C:15]3[CH:20]=[CH:19][CH:18]=[CH:17][C:16]=3[F:21])[S:5](=[O:23])(=[O:22])[N:4]([CH2:3][CH2:2][NH:25][CH3:24])[CH2:9][C:8]=2[CH:10]=1. Reported procedure: In an analogous manner to Example 11 step 5, 3-(2-bromoethyl)-6-fluoro-1-(2-fluorophenyl)-3,4-dihydro-1H-2,1,3-benzothiadiazine 2,2-dioxide (0.1 g, 0.25 mmol) was reacted to methylamine and then treated with HCl to provide 2-[6-fluoro-1-(2-fluorophenyl)-2,2-dioxido-1,4-dihydro-3H-2,1,3-benzothiadiazin-3-yl]-N-methylethanamine (0.081 g, 92%) as a white solid: The reactants are CCN=C=NCCCN(C)C, ClCCl, Cl, CNC(=O)c1c(-c2ccc(F)cc2)oc2ccc(-c3cc(C(=O)O)ccc3C)cc12, O, On1nnc2ccccc21, NC1(c2cnccn2)CC1. Yields the product CNC(=O)c1c(-c2ccc(F)cc2)oc2ccc(-c3cc(C(=O)NC4(c5cnccn5)CC4)ccc3C)cc12. Reaction SMILES: [CH3:41][CH2:42][N:43]=[C:44]=[N:45][CH2:46][CH2:47][CH2:48][N:49]([CH3:50])[CH3:51].[Cl:63][CH2:64][Cl:65].[ClH:52].[F:1][c:2]1[cH:3][cH:4][c:5](-[c:8]2[o:9][c:10]3[c:11]([c:12]2[C:13]([NH:14][CH3:15])=[O:16])[cH:17][c:18](-[c:21]2[cH:22][c:23]([C:24](=[O:25])[OH:26])[cH:27][cH:28][c:29]2[CH3:30])[cH:19][cH:20]3)[cH:6][cH:7]1.[OH2:66].[OH:53][n:54]1[c:55]2[c:56]([cH:57][cH:58][cH:59][cH:60]2)[n:61][n:62]1.[n:31]1[c:32]([C:37]2([NH2:40])[CH2:38][CH2:39]2)[cH:33][n:34][cH:35][cH:36]1>>[F:1][c:2]1[cH:3][cH:4][c:5](-[c:8]2[o:9][c:10]3[c:11]([c:12]2[C:13]([NH:14][CH3:15])=[O:16])[cH:17][c:18](-[c:21]2[cH:22][c:23]([C:24](=[O:25])[NH:40][C:37]4([c:32]5[n:31][cH:36][cH:35][n:34][cH:33]5)[CH2:38][CH2:39]4)[cH:27][cH:28][c:29]2[CH3:30])[cH:19][cH:20]3)[cH:6][cH:7]1. Starting materials: FC1=C(C=CC=C1)[N+](=O)[O-] (1-fluoro-2-nitrobenzene), NC=1C=C(C#N)C=CC1 (3-aminobenzonitrile), C([O-])([O-])=O.[K+].[K+] (potassium carbonate). Solvent: CN(C)C=O (DMF). Conditions: temperature 135 celsius, time 16 hour. The product is [N+](=O)([O-])C1=C(C=CC=C1)NC=1C=C(C#N)C=CC1 (3-(2-nitrophenylamino)benzonitrile). The yield is 59.5%. RXN SMILES: F[C:2]1[CH:7]=[CH:6][CH:5]=[CH:4][C:3]=1[N+:8]([O-:10])=[O:9].[NH2:11][C:12]1[CH:13]=[C:14]([CH:17]=[CH:18][CH:19]=1)[C:15]#[N:16].C(=O)([O-])[O-].[K+].[K+]>CN(C=O)C>[N+:8]([C:3]1[CH:4]=[CH:5][CH:6]=[CH:7][C:2]=1[NH:11][C:12]1[CH:13]=[C:14]([CH:17]=[CH:18][CH:19]=1)[C:15]#[N:16])([O-:10])=[O:9] |f:2.3.4|. Procedure: A mixture of 1-fluoro-2-nitrobenzene (2.00 g, 14.2 mmol), 3-aminobenzonitrile (3.35 g, 28.3 mmol) and potassium carbonate (5.88 g, 42.5 mmol) in DMF (30 mL) was stirred at 135° C. for 16 h under a nitrogen atmosphere. After cooling to RT, the reaction mixture was partitioned between DCM and water. The aqueous phase was extracted with DCM (×3) and the combined organic fractions dried (Na2SO4) and concentrated in vacuo. The resulting residue was purified by column chromatography (Si—PCC, gradient ... The reactants are crude compound, CC(C)([O-])C.[K+] (potassium tert-butoxide), C(C)(=O)C1=C(C=CC(=C1)C#N)O (2-Acetyl-4-cyanophenol), C(C)(=O)OC1=CC=C(C(=O)O)C=C1 (4-acetoxybenzoic acid), P(=O)(Cl)(Cl)Cl (phosphorus oxychloride). Run in O (water), C1CCOC1 (THF), ClCCl (dichloromethane), N1=CC=CC=C1 (pyridine). Run at time 8 hour. The product is OC1=CC=C(C=C1)C=1OC2=CC=C(C=C2C(C1)=O)C#N (2-(4-hydroxyphenyl)-4-oxo-4H-chromene-6-carbonitrile). Isolated yield 5.5%. RXN SMILES: [C:1]([C:4]1[CH:9]=[C:8]([C:10]#[N:11])[CH:7]=[CH:6][C:5]=1[OH:12])(=[O:3])[CH3:2].C([O:16][C:17]1[CH:25]=[CH:24][C:20]([C:21](O)=O)=[CH:19][CH:18]=1)(=O)C.P(Cl)(Cl)(Cl)=O.CC(C)([O-])C.[K+]>ClCCl.C1COCC1.O.N1C=CC=CC=1>[OH:16][C:17]1[CH:25]=[CH:24][C:20]([C:21]2[O:12][C:5]3[C:4]([C:1](=[O:3])[CH:2]=2)=[CH:9][C:8]([C:10]#[N:11])=[CH:7][CH:6]=3)=[CH:19][CH:18]=1 |f:3.4|. Reported procedure: 2-Acetyl-4-cyanophenol (0.78 g, 4.84 mmol), 4-acetoxybenzoic acid (0.872 g, 4.84 mmol) and phosphorus oxychloride (0.5 mL) and pyridine (2.0 mL) were mixed in anhydrous dichloromethane (10 mL). The reaction mixture was stirred overnight at rt and then poured into cold water and extracted with dichloromethane (150 mL). The organic layer was washed with sodium bicarbonate, brine and dried over sodium sulfate followed by concentration. The crude compound (1.40 g, 89.5%) was obtained after evaporati... Procedure: 1.8 Ml. of 32% hydrochloric acid and subsequently 1.5 g. of 5% palladium/carbon are added to a solution of 4.5 g. of 4-[3-(p-tert.-amyl-phenyl)-2,3-dimethyl-2-propenyl]2,6-dimethylmorpholine in 125 ml. of alcohol and the mixture is hydrogenated. After completion of the hydrogen uptake, the catalyst is removed by filtration, the filtrate is treated with 200 ml. of 10% sodium hydroxide and then extracted with ether. The combined ether extracts are washed neutral with water, dried and evaporated. B... Product: C(C)(C)(CC)C1=CC=C(C=C1)C(C(CN1CC(OC(C1)C)C)C)C (4-[3-(p-tert.-amyl-phenyl)-2,3-dimethyl-propyl]-2,6-dimethylmorpholine). RXN SMILES: Cl.[C:2]([C:7]1[CH:12]=[CH:11][C:10]([C:13]([CH3:25])=[C:14]([CH3:24])[CH2:15][N:16]2[CH2:21][CH:20]([CH3:22])[O:19][CH:18]([CH3:23])[CH2:17]2)=[CH:9][CH:8]=1)([CH2:5][CH3:6])([CH3:4])[CH3:3]>[Pd]>[C:2]([C:7]1[CH:12]=[CH:11][C:10]([CH:13]([CH3:25])[CH:14]([CH3:24])[CH2:15][N:16]2[CH2:21][CH:20]([CH3:22])[O:19][CH:18]([CH3:23])[CH2:17]2)=[CH:9][CH:8]=1)([CH2:5][CH3:6])([CH3:3])[CH3:4]. The reactants are Cl (hydrochloric acid), C(C)(C)(CC)C1=CC=C(C=C1)C(=C(CN1CC(OC(C1)C)C)C)C (4-[3-(p-tert.-amyl-phenyl)-2,3-dimethyl-2-propenyl]2,6-dimethylmorpholine), alcohol. Reagents/catalysts: [Pd] (palladium/carbon). Reactants: CS(=O)(=O)C=1C=C2C=C(NC2=CC1)C1=CC=NC=C1 (5-methanesulfonyl-2-(4-pyridyl)-indole), [H-].[Na+] (sodium hydride), O (water), FC1=CC=C(CBr)C=C1 (4-fluorobenzyl bromide). Solvent: CN(C=O)C (N,N-dimethylformamide). Conditions: time 20 minute. The product is FC1=CC=C(CN2C(=CC3=CC(=CC=C23)S(=O)(=O)C)C2=CC=NC=C2)C=C1 (1-(4-fluorobenzyl)-5-methanesulfonyl-2-(4-pyridyl)indole). Reaction SMILES: [CH3:1][S:2]([C:5]1[CH:6]=[C:7]2[C:11](=[CH:12][CH:13]=1)[NH:10][C:9]([C:14]1[CH:19]=[CH:18][N:17]=[CH:16][CH:15]=1)=[CH:8]2)(=[O:4])=[O:3].[H-].[Na+].[F:22][C:23]1[CH:30]=[CH:29][C:26]([CH2:27]Br)=[CH:25][CH:24]=1.O>CN(C)C=O>[F:22][C:23]1[CH:30]=[CH:29][C:26]([CH2:27][N:10]2[C:11]3[C:7](=[CH:6][C:5]([S:2]([CH3:1])(=[O:3])=[O:4])=[CH:13][CH:12]=3)[CH:8]=[C:9]2[C:14]2[CH:19]=[CH:18][N:17]=[CH:16][CH:15]=2)=[CH:25][CH:24]=1 |f:1.2|. Reported procedure: To a solution of the compound obtained in Example 31 (1) (0.4 kg) in N,N-dimethylformamide (160 ml), 60% sodium hydride (0.065 g) was added at 0° C. under nitrogen atmosphere and the mixture was stirred for 20 minutes, followed by addition of 4-fluorobenzyl bromide (0.2 ml), and the mixture was stirred at 15 to 30° C. for 15 hours. The reaction solution was then poured into water and extracted with ethyl acetate. The organic layer was washed with a saturated aqueous NaCl solution, dried over anh... Reactants: O (water), C([O-])([O-])=O.[K+].[K+] (potassium carbonate), BrCCCCCl (1-bromo-4-chlorobutane), C1(=CC=CC=C1)C1COC=2C=CC=C3C4=C(C=CC=C4N1C23)O (1-phenyl-1,2-dihydro[1,4]oxazino[2,3,4-jk]carbazol-7-ol). Solvent: CN(C)C=O (DMF). Conditions: temperature 85 celsius. The product is C1(=CC=CC=C1)C1COC=2C=CC=C3C=4C(=CC=CC4N1C23)OCCCCCl (4-Chlorobutyl 1-phenyl-1,2-dihydro[1,4]oxazino[2,3,4-jk]carbazol-7-yl Ether). Isolated yield 57.3%. As a reaction SMILES: [C:1]1([CH:7]2[N:21]3[C:22]4[C:14]([C:15]5[C:20]3=[CH:19][CH:18]=[CH:17][C:16]=5[OH:23])=[CH:13][CH:12]=[CH:11][C:10]=4[O:9][CH2:8]2)[CH:6]=[CH:5][CH:4]=[CH:3][CH:2]=1.C(=O)([O-])[O-].[K+].[K+].Br[CH2:31][CH2:32][CH2:33][CH2:34][Cl:35].O>CN(C=O)C>[C:1]1([CH:7]2[N:21]3[C:22]4[C:14]([C:15]5[C:16]([O:23][CH2:31][CH2:32][CH2:33][CH2:34][Cl:35])=[CH:17][CH:18]=[CH:19][C:20]=53)=[CH:13][CH:12]=[CH:11][C:10]=4[O:9][CH2:8]2)[CH:2]=[CH:3][CH:4]=[CH:5][CH:6]=1 |f:1.2.3|. Reported procedure: To a mixture of 1-phenyl-1,2-dihydro[1,4]oxazino[2,3,4-jk]carbazol-7-ol (0.5 g, 1.66 mmol) in dry DMF (5 mL) is added potassium carbonate (1.15 g, 8.3 mmol) and 1-bromo-4-chlorobutane (1.4 g, 8.3 mmol). The mixture is heated at 85° C., under argon, for 4 h. The mixture is then cooled to room temperature and water (50 mL) is added. The mixture is transferred to a separatory funnel and partitioned between water and ether. The ether layer is washed with water (50 mL) then dried over anhydrous sodiu... Reagents/catalysts: C=1C=CC(=CC1)[P](C=2C=CC=CC2)(C=3C=CC=CC3)[Pd]([P](C=4C=CC=CC4)(C=5C=CC=CC5)C=6C=CC=CC6)([P](C=7C=CC=CC7)(C=8C=CC=CC8)C=9C=CC=CC9)[P](C=1C=CC=CC1)(C=1C=CC=CC1)C=1C=CC=CC1 (tetrakis(triphenylphosphine)palladium(0)). Starting materials: C(=O)C=1C=C(C=CC1OC)B(O)O (3-formyl-4-methoxybenzeneboronic acid), ClC1=CC(=NC=C1)C (4-chloro-2-picoline), C([O-])([O-])=O.[K+].[K+] (potassium carbonate). The solvent is COCCOC (1,2-dimethoxyethane), O (water). Product: COC1=C(C=O)C=C(C=C1)C1=CC(=NC=C1)C (2-Methoxy-5-(2-methyl-pyridin-4-yl)-benzaldehyde). As a reaction SMILES: [CH:1]([C:3]1[CH:4]=[C:5](B(O)O)[CH:6]=[CH:7][C:8]=1[O:9][CH3:10])=[O:2].Cl[C:15]1[CH:20]=[CH:19][N:18]=[C:17]([CH3:21])[CH:16]=1.C(=O)([O-])[O-].[K+].[K+]>COCCOC.O.C1C=CC([P]([Pd]([P](C2C=CC=CC=2)(C2C=CC=CC=2)C2C=CC=CC=2)([P](C2C=CC=CC=2)(C2C=CC=CC=2)C2C=CC=CC=2)[P](C2C=CC=CC=2)(C2C=CC=CC=2)C2C=CC=CC=2)(C2C=CC=CC=2)C2C=CC=CC=2)=CC=1>[CH3:10][O:9][C:8]1[CH:7]=[CH:6][C:5]([C:15]2[CH:20]=[CH:19][N:18]=[C:17]([CH3:21])[CH:16]=2)=[CH:4][C:3]=1[CH:1]=[O:2] |f:2.3.4,^1:38,40,59,78|. Procedure: A stirred suspension of 3-formyl-4-methoxybenzeneboronic acid (700 mg, 3.89 mmol), 4-chloro-2-picoline (494 mg, 3.89 mmol), potassium carbonate (1.45 g, 10.5 mmol) and tetrakis(triphenylphosphine)palladium(0) (225 mg, 0.19 mmol) in 1,2-dimethoxyethane (14 mL) and water (5 mL) is degassed at RT with N2 for 15 minutes then warmed for 16 h at 85° C. The reaction mixture is then cooled to RT and 2 M HCl (15 mL) added. The aqueous layer is washed with TBME (15 mL) then basified to pH 10 with aqueous ... Conditions: temperature 85 celsius.